Dataset: the Open Reaction Database (ORD), a public repository of structured organic reaction records. Task: describe an organic reaction: reactants, conditions, products, and yield The reactants are [OH-].[Na+] (NaOH), FC(CO)(F)F (2,2,2-trifluoroethanol), ClCC=1N=C(OC1C1=CC=CC=C1)C1CCN(CC1)C(C)=O (1-[4-(4-chloromethyl-5-phenyl-oxazol-2-yl)-piperidin-1-yl]ethanone), Intermediate 3B. Run in O (water). Run at temperature 72 celsius. Product: C1(=CC=CC=C1)C1=C(N=C(O1)C1CCN(CC1)C(C)=O)COCC(F)(F)F (1-{4-[5-phenyl-4-(2,2,2-trifluoroethoxymethyl)-oxazol-2-yl]-piperidin-1-yl}-ethanone). RXN SMILES: Cl[CH2:2][C:3]1[N:4]=[C:5]([CH:14]2[CH2:19][CH2:18][N:17]([C:20](=[O:22])[CH3:21])[CH2:16][CH2:15]2)[O:6][C:7]=1[C:8]1[CH:13]=[CH:12][CH:11]=[CH:10][CH:9]=1.[OH-].[Na+].[F:25][C:26]([F:30])([F:29])[CH2:27][OH:28]>O>[C:8]1([C:7]2[O:6][C:5]([CH:14]3[CH2:19][CH2:18][N:17]([C:20](=[O:22])[CH3:21])[CH2:16][CH2:15]3)=[N:4][C:3]=2[CH2:2][O:28][CH2:27][C:26]([F:30])([F:29])[F:25])[CH:13]=[CH:12][CH:11]=[CH:10][CH:9]=1 |f:1.2|. Procedure: A solution of 1-[4-(4-chloromethyl-5-phenyl-oxazol-2-yl)-piperidin-1-yl]ethanone (30 g, 94.1 mmol), prepared as in Intermediate 3B, in 2,2,2-trifluoroethanol (450 ml) is treated with a solution of NaOH (56 g, 1412 mmol) in water (150 ml). After heating at 72° C. for 15 hours, the reaction mixture is concentrated. The residue is partitioned between EtOAc and water. The aqueous phase is reextracted once with EtOAc, and the combined organic phases are washed with saturated brine, dried (Na2SO4) and... Starting materials: [Si](C)(C)(C(C)(C)C)OC=1C=C(C(=O)C2=CC=C(C(=O)N(CC)CC)C=C2)C=CC1 (4-(3-((tert-butyldimethylsilyl)oxy)benzoyl)-N,N-diethylbenzamide), N1=CC=CC=C1 (pyridine), BrC1=CC(=NC=C1C)C (4-bromo-2,5-dimethylpyridine), C(CCC)[Li] (n-Butyllithium), diarylketone. Solvent: C(C)OCC (diethyl ether), C(C)OCC (diethyl ether). Reaction conditions: temperature -78 celsius, time 30 minute. Yields the product CC1=NC=C(C(=C1)C(C1=CC(=CC=C1)O)(O)C1=CC=C(C(=O)N(CC)CC)C=C1)C ((±)-4-(α-(2,5-dimethyl-4-pyridyl)-α,3-dihydroxybenzyl)-N,N-diethylbenzamide). Yield: 48.8%. As a reaction SMILES: Br[C:2]1[C:7]([CH3:8])=[CH:6][N:5]=[C:4]([CH3:9])[CH:3]=1.C([Li])CCC.[Si]([O:22][C:23]1[CH:24]=[C:25]([CH:41]=[CH:42][CH:43]=1)[C:26]([C:28]1[CH:40]=[CH:39][C:31]([C:32]([N:34]([CH2:37][CH3:38])[CH2:35][CH3:36])=[O:33])=[CH:30][CH:29]=1)=[O:27])(C(C)(C)C)(C)C.N1C=CC=CC=1>C(OCC)C>[CH3:9][C:4]1[CH:3]=[C:2]([C:26]([C:28]2[CH:40]=[CH:39][C:31]([C:32]([N:34]([CH2:35][CH3:36])[CH2:37][CH3:38])=[O:33])=[CH:30][CH:29]=2)([OH:27])[C:25]2[CH:41]=[CH:42][CH:43]=[C:23]([OH:22])[CH:24]=2)[C:7]([CH3:8])=[CH:6][N:5]=1. Procedure details: A portion of the 4-bromo-2,5-dimethylpyridine (15.4 g, 83.0 mmol) was dissolved in 500 mL of anhydrous diethyl ether and chilled to -78° C. n-Butyllithium (52 mL, 1.6M in hexanes) was added dropwise and the resulting slurry was stirred for 30 minutes. 4-(3-((tert-butyldimethylsilyl)oxy)benzoyl)-N,N-diethylbenzamide (34.2 g, 83.0 mmol) was dissolved in 250 mL of anhydrous diethyl ether and chilled to -78° C. The lithiated pyridine was slowly transferred via cannula to the diarylketone solution. T... The reactants are C1CO1 (ethylene oxide), C(#N)[S-].[K+] (KSCN), C1(=CC=CC=C1)C (toluene), [S-]C#N.[K+] (potassium thiocyanate), C1(=CC=CC=C1)C (toluene), C(CCC)S (butyl mercaptan), 103, C1CO1 (ethylene oxide). Run in O (water). Run at temperature 20 celsius, time 1 hour. Product: O1CCN(CC1)CCS (morpholinoethylmercaptan). Reaction SMILES: [CH2:1]1[O:3][CH2:2]1.[C:4]([S-])#[N:5].[K+].[C:8]1(C)C=CC=CC=1.[CH2:15]([SH:19])[CH2:16]CC>O>[O:3]1[CH2:2][CH2:4][N:5]([CH2:16][CH2:15][SH:19])[CH2:8][CH2:1]1 |f:1.2|. Procedure details: The plant for the continuous synthesis consisted of a cascade of three reaction vessels 120, 122 and 124 with cooling jacket 100, stirrer 101, nitrogen inlet 102 and the vessels had outlet tubes 105, 126 and 128. In vessel 120 there is located inlet tube 103 for the ethylene oxide as well as inlet tube 104 for the KSCN solution with branch line 130 through which the toluene is introduced. There is connected to vessel 124 a cooler 132, a separator 134, an extraction column 136 and a plate reactor... The reactants are C1CCOC1, CC1(C)CCCC(C)(C)N1, CCCCCC, CCO, Clc1cnccn1, Cl, [Li]CCCC, O=C1CN2CCC1C2. The product is OC1(c2nccnc2Cl)CN2CCC1C2. RXN SMILES: [CH2:32]1[O:33][CH2:34][CH2:35][CH2:36]1.[CH3:1][C:2]1([CH3:3])[CH2:4][CH2:5][CH2:6][C:7]([CH3:8])([CH3:9])[NH:10]1.[CH3:37][CH2:38][CH2:39][CH2:40][CH2:41][CH3:42].[CH3:43][CH2:44][OH:45].[Cl:16][c:17]1[n:18][cH:19][cH:20][n:21][cH:22]1.[ClH:31].[Li:11][CH2:12][CH2:13][CH2:14][CH3:15].[N:23]12[CH2:24][C:25](=[O:30])[CH:26]([CH2:27][CH2:28]1)[CH2:29]2>>[Cl:16][c:17]1[n:18][cH:19][cH:20][n:21][c:22]1[C:25]1([OH:30])[CH2:24][N:23]2[CH2:28][CH2:27][CH:26]1[CH2:29]2. The reactants are Methyl 4-(2-{[4-(4-chlorophenoxy)phenyl]amino}(1,3-thiazol-4-yl))-5-methylthiothiophene-2arboxylate hydrobromide, BrCC(=O)C=1C=C(SC1C)C(=S)OC (Methyl 4-(2-bromoacetyl)-5-methylthiothiophene-2-carboxylate), NC(=S)NC1=CC=C(C=C1)OC1=CC=C(C=C1)Cl (amino{[4-(4-chlorophenoxy)phenyl]amino}methane-1-thione). Yields the product Br.ClC1=CC=C(OC2=CC=C(C=C2)NC=2SC=C(N2)C=2C=C(SC2C)C(=S)OC)C=C1 (methyl 4-(2-{[4-(4-chlorophenoxy)phenyl]amino}(1,3-thiazol-4-yl))-5-methylthiothiophene-2-carboxylate hydrobromide). Yield: 74.0%. Reaction SMILES: [Br:1][CH2:2][C:3]([C:5]1[CH:6]=[C:7]([C:11]([O:13][CH3:14])=[S:12])[S:8][C:9]=1[CH3:10])=O.[NH2:15][C:16]([NH:18][C:19]1[CH:24]=[CH:23][C:22]([O:25][C:26]2[CH:31]=[CH:30][C:29]([Cl:32])=[CH:28][CH:27]=2)=[CH:21][CH:20]=1)=[S:17]>>[BrH:1].[Cl:32][C:29]1[CH:30]=[CH:31][C:26]([O:25][C:22]2[CH:21]=[CH:20][C:19]([NH:18][C:16]3[S:17][CH:2]=[C:3]([C:5]4[CH:6]=[C:7]([C:11]([O:13][CH3:14])=[S:12])[S:8][C:9]=4[CH3:10])[N:15]=3)=[CH:24][CH:23]=2)=[CH:27][CH:28]=1 |f:2.3|. Procedure details: Methyl 4-(2-{[4-(4-chlorophenoxy)phenyl]amino}(1,3-thiazol-4-yl))-5-methylthiothiophene-2arboxylate hydrobromide: Methyl 4-(2-bromoacetyl)-5-methylthiothiophene-2-carboxylate (309 mg, 1.0 mmol) was allowed to react with amino{[4-(4-chlorophenoxy)phenyl]amino}methane-1-thione (297 mg) as described in Example 154, step (a) to give 410 mg (72% yield) of methyl 4-(2-{[4-(4-chlorophenoxy)phenyl]amino}(1,3-thiazol-4-yl))-5-methylthiothiophene-2-carboxylate hydrobromide. Mass Spectrum (ESI) m/z calcd. ... Starting materials: COC(=O)C1=C(O)c2ccc3ccccc3c2S(=O)(=O)N1C, Nc1nc2ccccc2s1, Cc1ccccc1C. Yields the product CN1C(C(=O)Nc2nc3ccccc3s2)=C(O)c2ccc3ccccc3c2S1(=O)=O. RXN SMILES: [CH3:1][O:2][C:3](=[O:4])[C:5]1=[C:10]([OH:11])[c:9]2[c:8]([c:19]3[c:14]([cH:13][cH:12]2)[cH:15][cH:16][cH:17][cH:18]3)[S:7](=[O:20])(=[O:21])[N:6]1[CH3:22].[NH2:23][c:24]1[s:25][c:26]2[c:27]([n:28]1)[cH:29][cH:30][cH:31][cH:32]2.[c:33]1([CH3:34])[c:35]([CH3:36])[cH:37][cH:38][cH:39][cH:40]1>>[C:3](=[O:4])([C:5]1=[C:10]([OH:11])[c:9]2[c:8]([c:19]3[c:14]([cH:13][cH:12]2)[cH:15][cH:16][cH:17][cH:18]3)[S:7](=[O:20])(=[O:21])[N:6]1[CH3:22])[NH:23][c:24]1[s:25][c:26]2[c:27]([n:28]1)[cH:29][cH:30][cH:31][cH:32]2. Starting materials: CCOC(C)=O, N#Cc1ccnc(Cl)c1, Nc1ccc(-n2nc(C(F)(F)F)cc2C(F)(F)F)cc1, C1COCCO1. Yields the product N#Cc1ccnc(Nc2ccc(-n3nc(C(F)(F)F)cc3C(F)(F)F)cc2)c1. Reaction SMILES: [CH3:36][CH2:37][O:38][C:39](=[O:40])[CH3:41].[Cl:21][c:22]1[n:23][cH:24][cH:25][c:26]([C:28]#[N:29])[cH:27]1.[NH2:1][c:2]1[cH:3][cH:4][c:5](-[n:8]2[n:9][c:10]([C:17]([F:18])([F:19])[F:20])[cH:11][c:12]2[C:13]([F:14])([F:15])[F:16])[cH:6][cH:7]1.[O:30]1[CH2:31][CH2:32][O:33][CH2:34][CH2:35]1>>[NH:1]([c:2]1[cH:3][cH:4][c:5](-[n:8]2[n:9][c:10]([C:17]([F:18])([F:19])[F:20])[cH:11][c:12]2[C:13]([F:14])([F:15])[F:16])[cH:6][cH:7]1)[c:22]1[n:23][cH:24][cH:25][c:26]([C:28]#[N:29])[cH:27]1. Starting materials: C(C)(C)(C)C=1C=C2CCC(C2=CC1)=O (5-tert-Butyl-indan-1-one), CS(=O)(=O)O (methanesulfonic acid), C(C)(C)(C)C=1C=C2CCC(C2=CC1)=O (5-tert-Butyl-indan-1-one), [N-]=[N+]=[N-].[Na+] (sodium azide). Run in ClCCl (dichloromethane). Run at temperature 0 celsius, time 2.5 hour. The product is C(C)(C)(C)C=1C=C2CCNC(C2=CC1)=O (6-tert-Butyl-3,4-dihydro-2H-isoquinolin-1-one). The yield is 42.6%. Reaction SMILES: [C:1]([C:5]1[CH:6]=[C:7]2[C:11](=[CH:12][CH:13]=1)[C:10](=[O:14])[CH2:9][CH2:8]2)([CH3:4])([CH3:3])[CH3:2].CS(O)(=O)=O.[N-:20]=[N+]=[N-].[Na+]>ClCCl>[C:1]([C:5]1[CH:6]=[C:7]2[C:11](=[CH:12][CH:13]=1)[C:10](=[O:14])[NH:20][CH2:9][CH2:8]2)([CH3:4])([CH3:3])[CH3:2] |f:2.3|. Procedure: To 5-tert-Butyl-indan-1-one (15.7 g, 83.4 mmol) in dichloromethane (150 mL) was added methanesulfonic acid (100 mL) and the resulting mixture was cooled to 0° C. Then sodium azide (10.83 g, 2 eq) was added carefully portion-wise over 15 minutes. The resulting mixture was stirred at 0° C. for about 2.5 hours. TLC analysis confirmed that all of the 5-tert-Butyl-indan-1-one had been consumed. With stirring at 0° C. was added very carefully a solution of aqueous sodium hydroxide (20%) until pH=14. T... Starting materials: NC1=C2C(=NC=N1)NN=C2C#N (4-amino-1H-pyrazolo[3,4-d]pyrimidine-3-carbonitrile), C([O-])([O-])=O.[K+].[K+] (potassium carbonate), ClCC(=O)OC(C)(C)C (tert-butyl chloroacetate). Run in ice water, CN(C)C=O (DMF). Reaction conditions: time 22 hour. Product: NC1=C2C(=NC=N1)N(N=C2C#N)CC(=O)OC(C)(C)C (tert-butyl 2-(4-amino-3-cyano-1H-pyrazolo[3,4-d]pyrimidin-1-yl)acetate). The yield is 62.5%. RXN SMILES: [NH2:1][C:2]1[N:7]=[CH:6][N:5]=[C:4]2[NH:8][N:9]=[C:10]([C:11]#[N:12])[C:3]=12.C(=O)([O-])[O-].[K+].[K+].Cl[CH2:20][C:21]([O:23][C:24]([CH3:27])([CH3:26])[CH3:25])=[O:22]>CN(C=O)C>[NH2:1][C:2]1[N:7]=[CH:6][N:5]=[C:4]2[N:8]([CH2:20][C:21]([O:23][C:24]([CH3:27])([CH3:26])[CH3:25])=[O:22])[N:9]=[C:10]([C:11]#[N:12])[C:3]=12 |f:1.2.3|. Procedure details: To a mixture of 4-amino-1H-pyrazolo[3,4-d]pyrimidine-3-carbonitrile (76.6 g, 0.476 mol) and potassium carbonate (197 g, 1.427 mmol) in DMF (680 mL) at 0° C. was added tert-butyl chloroacetate (68.1 mL, 0.476 mol) dropwise while maintaining the internal temperature below 20° C. The resulting mixture was stirred for 22 h, filtered and washed with EtOAc (100 mL×2). The solid obtained was suspended in ice water (1.5 L), filtered, washed with ice water (500 mL) and ether (100 mL×2), then dried in vac... Starting materials: [Li]CCCC (n-BuLi), B(OC(C)C)(OC(C)C)OC(C)C (tri-isopropyl borate), Cl (HCl). The solvent is C1(=CC=CC=C1)C (toluene), C1CCOC1 (THF), O (water). Conditions: temperature 10 celsius, time 1 hour. The product is ClC1=CC=C(C=C1)OB(O)O (4-chlorophenylboric acid). RXN SMILES: [Li][CH2:2][CH2:3][CH2:4]C.[B:6]([O:15][CH:16]([CH3:18])[CH3:17])([O:11]C(C)C)[O:7]C(C)C.[ClH:19]>C1(C)C=CC=CC=1.C1COCC1.O>[Cl:19][C:3]1[CH:4]=[CH:17][C:16]([O:15][B:6]([OH:7])[OH:11])=[CH:18][CH:2]=1. Procedure details: A solution of 4-chloro-bromophenyl (70.6 g) was dissolved in a mixture of toluene (588.3 ml) and THF (147 ml) under argon, and n-BuLi (176.4 ml, 2.5M in hexane) was added dropwise at −78° C., stirred for 1 hours, then tri-isopropyl borate (109.2 ml) was added dropwise at −78° C., stirred for 1 hour. HCl (360.4 ml, 2.2 mol/l) was added at −20° C., and warmed to 10° C., the reaction was diluted with water, the aqueous layer was extracted with toluene (35 ml, twice). The extract and the organic lay...